Dataset: the Open Reaction Database (ORD), a public repository of structured organic reaction records. Task: describe an organic reaction: reactants, conditions, products, and yield Reactants: BrC1=CC=C2C(=CC=NC2=C1)C1=C2N(N=C1C1=NC(=CC=C1)C)CCC2 (7-bromo-4-[2-(6-methyl-pyridin-2-yl)-5,6-dihydro-4H-pyrrolo[1,2-b]pyrazol-3-yl]-quinoline), C(CCC)C(=C(CCCC)CCCC)[Sn] (tributylvinyltin). The reagents and catalysts are Cl[Pd]([P](C1=CC=CC=C1)(C2=CC=CC=C2)C3=CC=CC=C3)([P](C4=CC=CC=C4)(C5=CC=CC=C5)C6=CC=CC=C6)Cl (Pd(PPh3)2Cl2). Run in C1(=CC=CC=C1)C (toluene). Run at temperature 90 celsius. Yields the product CC1=CC=CC(=N1)C=1C(=C2N(N1)CCC2)C2=CC=NC1=CC(=CC=C21)C=C (4-[2-(6-Methyl-pyridin-2-yl)-5,6-dihydro-4H-pyrrolo[1,2-b]pyrazol-3-yl]-7-vinyl-quinoline). RXN SMILES: Br[C:2]1[CH:11]=[C:10]2[C:5]([C:6]([C:12]3[C:16]([C:17]4[CH:22]=[CH:21][CH:20]=[C:19]([CH3:23])[N:18]=4)=[N:15][N:14]4[CH2:24][CH2:25][CH2:26][C:13]=34)=[CH:7][CH:8]=[N:9]2)=[CH:4][CH:3]=1.[CH2:27](C([Sn])=C(CCCC)CCCC)[CH2:28]CC>C1(C)C=CC=CC=1.Cl[Pd](Cl)([P](C1C=CC=CC=1)(C1C=CC=CC=1)C1C=CC=CC=1)[P](C1C=CC=CC=1)(C1C=CC=CC=1)C1C=CC=CC=1>[CH3:23][C:19]1[N:18]=[C:17]([C:16]2[C:12]([C:6]3[C:5]4[C:10](=[CH:11][C:2]([CH:27]=[CH2:28])=[CH:3][CH:4]=4)[N:9]=[CH:8][CH:7]=3)=[C:13]3[CH2:26][CH2:25][CH2:24][N:14]3[N:15]=2)[CH:22]=[CH:21][CH:20]=1 |^1:28,51,70|. Procedure: Nitrogen is bubbled through a solution of 7-bromo-4-[2-(6-methyl-pyridin-2-yl)-5,6-dihydro-4H-pyrrolo[1,2-b]pyrazol-3-yl]-quinoline (0.050 g, 0.14 mmol) and tributylvinyltin (0.079 mL, 0.22 mmol) in toluene (2.0 mL) for 20 min. Pd(PPh3)2Cl2 is added and nitrogen bubbled through the reaction mixture for another 10 min. The mixture is heated to 90° C. for 24 h, concentrated in vacuo, and the residue chromatographed on SiO2 (elute with 2% methanol in methylene choloride) to yield the title compound... As a reaction SMILES: C1C=CC2N(O)N=[N:7]C=2C=1.[CH3:11][N:12]([CH2:14][C:15]1[C:16]([O:24][C:25]2[CH:30]=[CH:29][C:28]([O:31][C:32]([F:35])([F:34])[F:33])=[CH:27][CH:26]=2)=[N:17][CH:18]=[C:19]([CH:23]=1)[C:20]([OH:22])=O)[CH3:13]>C(Cl)Cl>[CH3:11][N:12]([CH2:14][C:15]1[C:16]([O:24][C:25]2[CH:26]=[CH:27][C:28]([O:31][C:32]([F:33])([F:34])[F:35])=[CH:29][CH:30]=2)=[N:17][CH:18]=[C:19]([CH:23]=1)[C:20]([NH2:7])=[O:22])[CH3:13]. Procedure: N-N-Diisopropylethylamine (44 μL, 0.25 mmol), HOBt (20 mg, 0.15 mmol) and WSCDI (23 mg, 0.12 mmol) were added to the acid from step (i) (35 mg, 0.10 mmol) in CH2Cl2 (2 mL) and stirred for 30 min. (NH4)2CO3 (19 mg, 0.20 mmol) was added and the mixture was stirred at room temperature for 16 h. The reaction mixture was partitioned between water (10 mL) and CH2Cl2 (10 mL) and the organic layer was dried (MgSO4) and evaporated. The residue was purified by column chromatography [SiO2; DCM/MeOH/880 NH3... Reactants: (NH4)2CO3, N-N-Diisopropylethylamine, C=1C=CC2=C(C1)N=NN2O (HOBt), CN(C)CC=1C(=NC=C(C(=O)O)C1)OC1=CC=C(C=C1)OC(F)(F)F (5-[(dimethylamino)methyl]-6-[4-(trifluoromethoxy)phenoxy]-nicotinic acid). The yield is 56.3%. Reaction conditions: time 16 hour. The solvent is C(Cl)Cl (CH2Cl2). Yields the product CN(C)CC=1C(=NC=C(C(=O)N)C1)OC1=CC=C(C=C1)OC(F)(F)F (5-[(dimethylamino)methyl]-6-[4-(trifluoromethoxy)phenoxy]-nicotinamide). As a reaction SMILES: [CH3:1][C:2]1([CH3:20])[CH2:11][CH:10]([N:12]([CH2:17][CH3:18])[S:13]([CH3:16])(=[O:15])=[O:14])[C:9]2[C:4](=[CH:5][CH:6]=[C:7]([OH:19])[CH:8]=2)[O:3]1.C(=O)([O-])[O-].[K+].[K+].[CH2:27]([O:29][CH2:30][CH2:31][CH2:32]Br)[CH3:28]>CC(N(C)C)=O>[CH2:27]([O:29][CH2:30][CH2:31][CH2:32][O:19][C:7]1[CH:8]=[C:9]2[C:4](=[CH:5][CH:6]=1)[O:3][C:2]([CH3:1])([CH3:20])[CH2:11][CH:10]2[N:12]([CH2:17][CH3:18])[S:13]([CH3:16])(=[O:15])=[O:14])[CH3:28] |f:1.2.3|. Product: C(C)OCCCOC=1C=C2C(CC(OC2=CC1)(C)C)N(S(=O)(=O)C)CC (N-[6-(3-Ethoxypropoxy)-2,2-dimethylchroman-4-yl]-N-ethyl-methanesulfonamide). Procedure: 1.5 g (5 mmol) of N-[2,2-dimethyl-6-hydroxychroman-4-yl]-N-ethyl-methanesulfonamide were heated to 80° C. for 30 min with 1.38 g (10 mmol) of powdered potassium carbonate in 60 ml of DMA. 4 ml of 3-ethoxy-1-bromopropane were then added dropwise at 50-60° C., the mixture was heated to 110° C. for 2 h and concentrated in vac. after cooling, the residue was treated with water and aqueous hydrochloric acid, the mixture was extracted with EA, the organic phase was dried and concentrated, and the oily... Run at temperature 110 celsius. The solvent is CC(=O)N(C)C (DMA). Starting materials: CC1(OC2=CC=C(C=C2C(C1)N(S(=O)(=O)C)CC)O)C (N-[2,2-dimethyl-6-hydroxychroman-4-yl]-N-ethyl-methanesulfonamide), C([O-])([O-])=O.[K+].[K+] (potassium carbonate), C(C)OCCCBr (3-ethoxy-1-bromopropane).